This data is from the Open Reaction Database (ORD), a public repository of structured organic reaction records. The task is: describe an organic reaction: reactants, conditions, products, and yield The reactants are O=C([O-])[O-], COc1ccc(N)cc1, CC(=O)[O-], CN(C)C=O, [K+], [K+], O, O=C(O)c1ccccc1Cl. Yields the product COc1ccc(Nc2ccccc2C(=O)O)cc1. RXN SMILES: [C:20](=[O:21])([O-:22])[O-:23].[CH3:11][O:12][c:13]1[cH:14][cH:15][c:16]([NH2:17])[cH:18][cH:19]1.[CH3:26][C:27](=[O:28])[O-:29].[CH3:31][N:32]([CH3:33])[CH:34]=[O:35].[K+:24].[K+:25].[OH2:30].[OH:1][C:2](=[O:3])[c:4]1[cH:5][cH:6][cH:7][cH:8][c:9]1[Cl:10]>>[OH:1][C:2](=[O:3])[c:4]1[cH:5][cH:6][cH:7][cH:8][c:9]1[NH:17][c:16]1[cH:15][cH:14][c:13]([O:12][CH3:11])[cH:19][cH:18]1. The reactants are [BH3-]C#N, CO, CC=O, Cl, CCOC(=O)c1cn(CC2CCNC2)c2ccc(I)cc2c1=O, [Na+], O. Product: CCOC(=O)c1cn(CC2CCN(CC)C2)c2ccc(I)cc2c1=O. Reaction SMILES: [C:28]([BH3-:29])#[N:30].[CH3:33][OH:34].[CH:25]([CH3:26])=[O:27].[ClH:1].[I:2][c:3]1[cH:4][c:5]2[c:6](=[O:24])[c:7]([C:19](=[O:20])[O:21][CH2:22][CH3:23])[cH:8][n:9]([CH2:13][CH:14]3[CH2:15][NH:16][CH2:17][CH2:18]3)[c:10]2[cH:11][cH:12]1.[Na+:31].[OH2:32]>>[I:2][c:3]1[cH:4][c:5]2[c:6](=[O:24])[c:7]([C:19](=[O:20])[O:21][CH2:22][CH3:23])[cH:8][n:9]([CH2:13][CH:14]3[CH2:15][N:16]([CH2:25][CH3:26])[CH2:17][CH2:18]3)[c:10]2[cH:11][cH:12]1.